Dataset: the Open Reaction Database (ORD), a public repository of structured organic reaction records. Task: describe an organic reaction: reactants, conditions, products, and yield Starting materials: CC1(CNC2=CC(=CC=C12)N1CCOCC1)C (4-(3,3-dimethylindolin-6-yl)morpholine), C=1C=CC(=CC1)P(C=2C=CC=CC2)C3=CC=C4C=CC=CC4=C3C5=C6C=CC=CC6=CC=C5P(C=7C=CC=CC7)C=8C=CC=CC8 (BINAP), ClC1=C(C(=NC2=CC=CC=C12)C1=C(C=CC=C1)F)C (4-chloro-2-(2-fluorophenyl)-3-methylquinoline), C([O-])([O-])=O.[Cs+].[Cs+] (cesium carbonate). The reagents and catalysts are C=1C=CC(=CC1)/C=C/C(=O)/C=C/C2=CC=CC=C2.C=1C=CC(=CC1)/C=C/C(=O)/C=C/C2=CC=CC=C2.C=1C=CC(=CC1)/C=C/C(=O)/C=C/C2=CC=CC=C2.[Pd].[Pd] (Pd2(dba)3). The solvent is O1CCOCC1 (1,4-dioxane). Product: CC1(CN(C2=CC(=CC=C12)N1CCOCC1)C1=C(C(=NC2=CC=CC=C12)C1=C(C=CC=C1)F)C)C (4-(3,3-Dimethyl-6-(4-morpholinyl)-2,3-dihydro-1H-indol-1-yl)-2-(2-fluorophenyl)-3-methylquinoline). Reaction SMILES: [CH3:1][C:2]1([CH3:17])[C:10]2[C:5](=[CH:6][C:7]([N:11]3[CH2:16][CH2:15][O:14][CH2:13][CH2:12]3)=[CH:8][CH:9]=2)[NH:4][CH2:3]1.Cl[C:19]1[C:28]2[C:23](=[CH:24][CH:25]=[CH:26][CH:27]=2)[N:22]=[C:21]([C:29]2[CH:34]=[CH:33][CH:32]=[CH:31][C:30]=2[F:35])[C:20]=1[CH3:36].C(=O)([O-])[O-].[Cs+].[Cs+].C1C=CC(P(C2C(C3C(P(C4C=CC=CC=4)C4C=CC=CC=4)=CC=C4C=3C=CC=C4)=C3C(C=CC=C3)=CC=2)C2C=CC=CC=2)=CC=1>O1CCOCC1.C1C=CC(/C=C/C(/C=C/C2C=CC=CC=2)=O)=CC=1.C1C=CC(/C=C/C(/C=C/C2C=CC=CC=2)=O)=CC=1.C1C=CC(/C=C/C(/C=C/C2C=CC=CC=2)=O)=CC=1.[Pd].[Pd]>[CH3:1][C:2]1([CH3:17])[C:10]2[C:5](=[CH:6][C:7]([N:11]3[CH2:16][CH2:15][O:14][CH2:13][CH2:12]3)=[CH:8][CH:9]=2)[N:4]([C:19]2[C:28]3[C:23](=[CH:24][CH:25]=[CH:26][CH:27]=3)[N:22]=[C:21]([C:29]3[CH:34]=[CH:33][CH:32]=[CH:31][C:30]=3[F:35])[C:20]=2[CH3:36])[CH2:3]1 |f:2.3.4,7.8.9.10.11|. Procedure details: Prepared according to procedure T using 4-(3,3-dimethylindolin-6-yl)morpholine (0.043 g, 0.184 mmol), 4-chloro-2-(2-fluorophenyl)-3-methylquinoline (0.050 g, 0.184 mmol), cesium carbonate (0.12 g, 0.368 mmol), Pd2(dba)3 (0.017 g, 0.018 mmol) and (±) BINAP (0.0174 g, 0.028 mmol) in 1,4-dioxane (1 mL). After purification by HPLC 4-(3,3-dimethyl-6-(4-morpholinyl)-2,3-dihydro-1H-indol-1-yl)-2-(2-fluorophenyl)-3-methylquinoline was obtained. 1H NMR (400 MHz, DMSO-d6) δ ppm 8.00 (1H, d, J=7.8 Hz), 7.8...